From a dataset of the Open Reaction Database (ORD), a public repository of structured organic reaction records. describe an organic reaction: reactants, conditions, products, and yield The reactants are ClC1=C(C=CC=C1)CC(=O)O (2-chlorophenylacetic acid), Cl.C(C)N=C=NCCCN(C)C (1-ethyl-3-(3-dimethylaminopropyl)-carbodiimide hydrochloride), ON1N=NC2=C1C=CC=C2 (1-hydroxybenzotriazole), BrC1=C(CC2CCNCC2)C=C(C=C1)O (4-(2-bromo-5-hydroxybenzyl)piperidine), BrC1=C(CC2CCNCC2)C=C(C=C1)O (4-(2-bromo-5-hydroxybenzyl)piperidine). The solvent is CN(C=O)C (N,N-dimethylformamide). Conditions: time 5 hour. Yields the product BrC1=C(CC2CCN(CC2)C(CC2=C(C=CC=C2)Cl)=O)C=C(C=C1)O (4-(2-Bromo-5-hydroxybenzyl)-1-[(2-chlorophenyl)acetyl]piperidine). Yield: 87.0%. As a reaction SMILES: [Cl:1][C:2]1[CH:7]=[CH:6][CH:5]=[CH:4][C:3]=1[CH2:8][C:9]([OH:11])=O.Cl.C(N=C=NCCCN(C)C)C.ON1C2C=CC=CC=2N=N1.[Br:34][C:35]1[CH:47]=[CH:46][C:45]([OH:48])=[CH:44][C:36]=1[CH2:37][CH:38]1[CH2:43][CH2:42][NH:41][CH2:40][CH2:39]1>CN(C)C=O>[Br:34][C:35]1[CH:47]=[CH:46][C:45]([OH:48])=[CH:44][C:36]=1[CH2:37][CH:38]1[CH2:39][CH2:40][N:41]([C:9](=[O:11])[CH2:8][C:3]2[CH:4]=[CH:5][CH:6]=[CH:7][C:2]=2[Cl:1])[CH2:42][CH2:43]1 |f:1.2|. Reported procedure: In N,N-dimethylformamide (10 ml) were dissolved 4-(2-bromo-5-hydroxybenzyl)piperidine (the compound of Example 10) (2010.9 mg, 7.500 mmol), 2-chlorophenylacetic acid (1279.5 mg, 7.500 mmol), 1-ethyl-3-(3-dimethylaminopropyl)-carbodiimide hydrochloride (1716.3 mg, 9.000 mmol) and 1-hydroxybenzotriazole (1114.8 mg, 7.500 mmol), and the resulting solution was stirred at room temperature for 5 hours. The reaction was terminated by adding water (100 ml), followed by extraction with a toluene-diethyl ... Reactants: BrC1=CC(=CC=2NC(NC21)=O)C(F)(F)F (4-bromo-6-trifluoromethyl-1,3-dihydrobenzoimidazol-2-one), FC=1C=C(C=C(C1F)F)B(O)O (3,4,5-trifluorophenylboronic acid), Na2CO3H2O, C(OC)COC (dimethoxyethane). The reagents and catalysts are Cl[Pd]([P](C1=CC=CC=C1)(C2=CC=CC=C2)C3=CC=CC=C3)([P](C4=CC=CC=C4)(C5=CC=CC=C5)C6=CC=CC=C6)Cl (PdCl2(PPh3)2). Solvent: CCO (EtOH), O (H2O), O (Water). Run at time 10 minute. The product is FC(C=1C=C(C2=C(NC(N2)=O)C1)C1=CC(=C(C(=C1)F)F)F)(F)F (6-(Trifluoromethyl)-4-(3,4,5-trifluorophenyl)-1,3-dihydro-2H-benzimidazol-2-one). As a reaction SMILES: Br[C:2]1[C:10]2[NH:9][C:8](=[O:11])[NH:7][C:6]=2[CH:5]=[C:4]([C:12]([F:15])([F:14])[F:13])[CH:3]=1.[F:16][C:17]1[CH:18]=[C:19](B(O)O)[CH:20]=[C:21]([F:24])[C:22]=1[F:23].C(COC)OC>Cl[Pd](Cl)([P](C1C=CC=CC=1)(C1C=CC=CC=1)C1C=CC=CC=1)[P](C1C=CC=CC=1)(C1C=CC=CC=1)C1C=CC=CC=1.O.CCO>[F:13][C:12]([F:15])([F:14])[C:4]1[CH:3]=[C:2]([C:19]2[CH:18]=[C:17]([F:16])[C:22]([F:23])=[C:21]([F:24])[CH:20]=2)[C:10]2[NH:9][C:8](=[O:11])[NH:7][C:6]=2[CH:5]=1 |^1:36,55|. Procedure details: A mixture of 4-bromo-6-trifluoromethyl-1,3-dihydrobenzoimidazol-2-one (1.12 g, 4 mmol, Example 6a), 3,4,5-trifluorophenylboronic acid (1.1 g, 6 mmol, Lancaster), PdCl2(PPh3)2 (35 mg, 0.05 mmol, Aldrich), Na2CO3H2O (1 g, 8 mmol), dimethoxyethane (7mL), H2O (3 mL) and EtOH (2 mL) was subjected to microwave irradiation at 120° C. with stirring for 10 min. Water (10 mL) was added and the mixture was extracted with EtOAc (2×20 mL). The combined organic phases were washed with brine (10 mL), dried ove... Starting materials: COC(=O)c1ccc(C(O)CC(C)C)cc1, ClCCl, O=[Cr](=O)([O-])Cl, c1cc[nH+]cc1. The product is COC(=O)c1ccc(C(=O)CC(C)C)cc1. As a reaction SMILES: [CH3:1][O:2][C:3]([c:4]1[cH:5][cH:6][c:7]([CH:10]([CH2:11][CH:12]([CH3:13])[CH3:14])[OH:15])[cH:8][cH:9]1)=[O:16].[Cl:28][CH2:29][Cl:30].[O:17]=[Cr:18]([Cl:19])([O-:20])=[O:21].[nH+:22]1[cH:23][cH:24][cH:25][cH:26][cH:27]1>>[CH3:1][O:2][C:3]([c:4]1[cH:5][cH:6][c:7]([C:10]([CH2:11][CH:12]([CH3:13])[CH3:14])=[O:15])[cH:8][cH:9]1)=[O:16]. Reaction SMILES: C([O-])(=O)C.[NH4+].[C:6]([BH3-])#[N:7].[Na+].[N+:10]([C:13]1[CH:22]=[C:21]2[C:16]([CH2:17][CH2:18][CH2:19]C2=O)=[CH:15][CH:14]=1)([O-:12])=[O:11].Cl>CO>[N+:10]([C:13]1[CH:22]=[C:21]2[C:16]([CH2:17][CH2:18][CH2:19][CH:6]2[NH2:7])=[CH:15][CH:14]=1)([O-:12])=[O:11] |f:0.1,2.3|. Conditions: temperature 60 celsius. Starting materials: Cl (hydrochloric acid), C(C)(=O)[O-].[NH4+] (ammonium acetate), C(#N)[BH3-].[Na+] (sodium cyanoborohydride), [N+](=O)([O-])C1=CC=C2CCCC(C2=C1)=O (7-nitro-3,4-dihydro-2H-naphthalen-1-one). Reported procedure: 24 g (314 mmol) of ammonium acetate and 13.8 g (220 mmol) of sodium cyanoborohydride were added to a solution of 6.0 g (31 mmol) of 7-nitro-3,4-dihydro-2H-naphthalen-1-one in 150 ml of methanol, and the reaction mixture was heated at 60° C. for 3 h. After acidifying to pH<2 with dil. hydrochloric acid, the reaction mixture was concentrated in vacuo and the residue was stirred with water and EA. A precipitate which appeared here was filtered off with suction, washed with EA and then combined with... Solvent: CO (methanol). Isolated yield 60.4%. Product: [N+](=O)([O-])C1=CC=C2CCCC(C2=C1)N (7-nitro-1,2,3,4-tetrahydro-1-naphthylamine). The reactants are ClC(Cl)Cl, Cl, CCOC(=O)c1cc2cccc(OCC3CO3)c2o1. Product: CCOC(=O)c1cc2cccc(OCC(O)CCl)c2o1. Reaction SMILES: [CH:21]([Cl:22])([Cl:23])[Cl:24].[ClH:20].[O:1]1[CH:2]([CH2:3][O:4][c:5]2[cH:6][cH:7][cH:8][c:9]3[cH:10][c:11]([C:14](=[O:15])[O:16][CH2:17][CH3:18])[o:12][c:13]23)[CH2:19]1>>[OH:1][CH:2]([CH2:3][O:4][c:5]1[cH:6][cH:7][cH:8][c:9]2[cH:10][c:11]([C:14](=[O:15])[O:16][CH2:17][CH3:18])[o:12][c:13]12)[CH2:19][Cl:20]. Starting materials: O=C(c1ncc[nH]1)c1ncc[nH]1, CCOc1cc(C(CC(=O)O)N2C(=O)c3cccc(O)c3C2=O)ccc1OC, Cl, NO, C1CCOC1. Yields the product CCOc1cc(C(CC(=O)NO)N2C(=O)c3cccc(O)c3C2=O)ccc1OC. Reaction SMILES: [C:29]([c:30]1[nH:31][cH:32][cH:33][n:34]1)([c:35]1[nH:36][cH:37][cH:38][n:39]1)=[O:40].[CH2:1]([CH3:2])[O:3][c:4]1[cH:5][c:6]([CH:12]([CH2:13][C:14](=[O:15])[OH:16])[N:17]2[C:18](=[O:28])[c:19]3[c:20]([c:23]([OH:27])[cH:24][cH:25][cH:26]3)[C:21]2=[O:22])[cH:7][cH:8][c:9]1[O:10][CH3:11].[ClH:41].[NH2:42][OH:43].[O:44]1[CH2:45][CH2:46][CH2:47][CH2:48]1>>[CH2:1]([CH3:2])[O:3][c:4]1[cH:5][c:6]([CH:12]([CH2:13][C:14](=[O:15])[NH:42][OH:43])[N:17]2[C:18](=[O:28])[c:19]3[c:20]([c:23]([OH:27])[cH:24][cH:25][cH:26]3)[C:21]2=[O:22])[cH:7][cH:8][c:9]1[O:10][CH3:11]. Reactants: alkyl, II (iodine), N(C)(C)P(Cl)Cl (Me2NPCl2), ClCl (chlorine), BrBr (bromine), C1(=CC=C(C=C1)[Mg]Br)C (p-tolylmagnesium bromide). Procedure: U.S. Pat. No. 2,934,564 relates to compounds of the general formula R2PX wherein R represents an alkyl or aryl group and X represents chlorine, bromine or iodine. For example, the reaction of Me2NPCl2 (0.42 mole) with p-tolylmagnesium bromide (0.84 mole) produces dimethylamino-di-p-tolylphosphine. The isolated dimethylamino-di-p-tolylphosphine (31.88 mmoles) was treated with 1428 cc (63.75 mmoles) of anhydrous HCl yielding di-p-tolylchlorophosphine, which was purified by distillation. Similarly,... Reaction SMILES: ClCl.BrBr.II.[N:7]([P:10](Cl)Cl)([CH3:9])[CH3:8].[C:13]1([CH3:21])[CH:18]=[CH:17][C:16]([Mg]Br)=[CH:15][CH:14]=1>>[CH3:8][N:7]([P:10]([C:16]1[CH:17]=[CH:18][C:13]([CH3:21])=[CH:14][CH:15]=1)[C:16]1[CH:17]=[CH:18][C:13]([CH3:21])=[CH:14][CH:15]=1)[CH3:9]. Yields the product CN(C)P(C1=CC=C(C=C1)C)C1=CC=C(C=C1)C (dimethylamino-di-p-tolylphosphine). The reactants are CC1(CCSC2=CC=C(C=C12)C#CC1=NC=C(C(=O)OCC)C=C1)C (ethyl 6-(2-(4,4-dimethylthiochroman-6-yl)-ethynyl)nicotinate), [H-].[Al+3].[Li+].[H-].[H-].[H-] (lithium aluminum hydride), O (water). Solvent: C1CCOC1 (THF), C1CCOC1 (THF). Reaction conditions: temperature -78 celsius, time 40 minute. The product is CC1(CCSC2=CC=C(C=C12)C#CC1=CC=C(C=N1)CO)C (6-(2-(4,4-Dimethyl-thiochroman-6-yl)-ethynyl)-3-pyridylmethanol). Reaction SMILES: [H-].[Al+3].[Li+].[H-].[H-].[H-].[CH3:7][C:8]1([CH3:31])[C:17]2[C:12](=[CH:13][CH:14]=[C:15]([C:18]#[C:19][C:20]3[CH:30]=[CH:29][C:23]([C:24](OCC)=[O:25])=[CH:22][N:21]=3)[CH:16]=2)[S:11][CH2:10][CH2:9]1.O>C1COCC1>[CH3:7][C:8]1([CH3:31])[C:17]2[C:12](=[CH:13][CH:14]=[C:15]([C:18]#[C:19][C:20]3[N:21]=[CH:22][C:23]([CH2:24][OH:25])=[CH:29][CH:30]=3)[CH:16]=2)[S:11][CH2:10][CH2:9]1 |f:0.1.2.3.4.5|. Procedure details: To 3.0 ml of 1M lithium aluminum hydride (3.0 mmol) in THF, cooled to -78° C., was added dropwise over 5 min a solution of 2.0 g (5.9 mmol) of ethyl 6-(2-(4,4-dimethylthiochroman-6-yl)-ethynyl)nicotinate in 5 ml of THF. The reaction mixture was stirred at -78° C. for 40 min and then treated with 2 ml of water. The mixture was warmed to room temperature and the organic layer was separated. The aqueous layer was extracted with 3×10 ml of ether. The organic extracts were combined and washed success... Starting materials: O=C1CCC(=O)N1Br, C1CCOC1, CCCCCC, CS(=O)(=O)Nc1cccc(Nc2nccs2)c1. Product: CS(=O)(=O)Nc1cccc(Nc2ncc(Br)s2)c1. As a reaction SMILES: [Br:18][N:19]1[C:20](=[O:21])[CH2:22][CH2:23][C:24]1=[O:25].[CH2:26]1[O:27][CH2:28][CH2:29][CH2:30]1.[CH3:31][CH2:32][CH2:33][CH2:34][CH2:35][CH3:36].[s:1]1[c:2]([NH:6][c:7]2[cH:8][c:9]([NH:13][S:14](=[O:15])(=[O:16])[CH3:17])[cH:10][cH:11][cH:12]2)[n:3][cH:4][cH:5]1>>[s:1]1[c:2]([NH:6][c:7]2[cH:8][c:9]([NH:13][S:14](=[O:15])(=[O:16])[CH3:17])[cH:10][cH:11][cH:12]2)[n:3][cH:4][c:5]1[Br:18].